This data is from the Open Reaction Database (ORD), a public repository of structured organic reaction records. The task is: describe an organic reaction: reactants, conditions, products, and yield Reactants: ClC1=CC=C(C=C1)C1=CC(=C(S1)C)C=1C(C(CC1OC)CC1COCC1)=O (2-[5-(4-Chloro-phenyl)-2-methyl-thiophen-3-yl]-3-methoxy-5-(tetrahydro-furan-3-ylmethyl)-cyclopent-2-enone), Cl (hydrochloric acid). Solvent: C(C)(=O)OCC (ethyl acetate), CC(=O)C (acetone). Reaction conditions: temperature 120 celsius. Yields the product ClC1=CC=C(C=C1)C1=CC(=C(S1)C)C1C(CC(C1=O)CC1COCC1)=O (2-[5-(4-Chloro-phenyl)-2-methyl-thiophen-3-yl]-4-(tetrahydro-furan-3-ylmethyl)-cyclopentane-1,3-dione). Isolated yield 10.4%. As a reaction SMILES: [Cl:1][C:2]1[CH:7]=[CH:6][C:5]([C:8]2[S:12][C:11]([CH3:13])=[C:10]([C:14]3[C:15](=[O:27])[CH:16]([CH2:21][CH:22]4[CH2:26][CH2:25][O:24][CH2:23]4)[CH2:17][C:18]=3[O:19]C)[CH:9]=2)=[CH:4][CH:3]=1.Cl>CC(C)=O.C(OCC)(=O)C>[Cl:1][C:2]1[CH:3]=[CH:4][C:5]([C:8]2[S:12][C:11]([CH3:13])=[C:10]([CH:14]3[C:15](=[O:27])[CH:16]([CH2:21][CH:22]4[CH2:26][CH2:25][O:24][CH2:23]4)[CH2:17][C:18]3=[O:19])[CH:9]=2)=[CH:6][CH:7]=1. Reported procedure: To a solution of 2-[5-(4-Chloro-phenyl)-2-methyl-thiophen-3-yl]-3-methoxy-5-(tetrahydro-furan-3-ylmethyl)-cyclopent-2-enone (150 mg, 0.37 mmol) in acetone (2 ml) was added 2N hydrochloric acid (2 ml) and the reaction heated to 120° C. for 60 minutes by microwave irradiation. The crude reaction was diluted with ethyl acetate (25 ml) and washed with saturated aqueous ammonium chloride solution (25 ml), brine (25 ml). The solvent was removed under reduce pressure and the residue purified by mass-di...